From a dataset of the Open Reaction Database (ORD), a public repository of structured organic reaction records. describe an organic reaction: reactants, conditions, products, and yield Reaction SMILES: [NH2:1][CH2:2][C@H:3]1[C@H:9]([C:10]2[CH:15]=[CH:14][C:13]([Cl:16])=[C:12]([F:17])[CH:11]=2)[O:8][CH2:7][CH2:6][N:5](C(OC(C)(C)C)=O)[CH2:4]1.Cl.[N:26]1[CH:31]=[CH:30][CH:29]=[CH:28][C:27]=1[O:32][CH2:33][C:34](O)=[O:35]>>[ClH:16].[Cl:16][C:13]1[CH:14]=[CH:15][C:10]([C@@H:9]2[O:8][CH2:7][CH2:6][NH:5][CH2:4][C@H:3]2[CH2:2][NH:1][C:34](=[O:35])[CH2:33][O:32][C:27]2[CH:28]=[CH:29][CH:30]=[CH:31][N:26]=2)=[CH:11][C:12]=1[F:17] |f:1.2,3.4|. Procedure: Using tert-butyl (6R,7R)-6-(aminomethyl)-7-(4-chloro-3-fluorophenyl)-1,4-oxazepane-4-carboxylate and (pyridin-2-yloxy)acetic acid monohydrochloride, and by a method similar to that of Example 39, the title compound was obtained. The reactants are NC[C@@H]1CN(CCO[C@H]1C1=CC(=C(C=C1)Cl)F)C(=O)OC(C)(C)C (tert-butyl (6R,7R)-6-(aminomethyl)-7-(4-chloro-3-fluorophenyl)-1,4-oxazepane-4-carboxylate), Cl.N1=C(C=CC=C1)OCC(=O)O ((pyridin-2-yloxy)acetic acid monohydrochloride). The product is Cl.ClC1=C(C=C(C=C1)[C@H]1[C@@H](CNCCO1)CNC(COC1=NC=CC=C1)=O)F (N-{[(6S,7R)-7-(4-chloro-3-fluorophenyl)-1,4-oxazepan-6-yl]methyl}-2-(pyridin-2-yloxy)acetamide monohydrochloride).